From a dataset of the Open Reaction Database (ORD), a public repository of structured organic reaction records. describe an organic reaction: reactants, conditions, products, and yield Starting materials: OC1=C2C(C=C(C(C2=CC=C1)=O)C1=C(C(=O)O)C=C(C=C1OC)C)=O (2-(5-hydroxy-1,4-naphthoquinon-2-yl)-3-methoxy-5-methylbenzoic acid), C(O)([O-])=O.[Na+] (sodium hydrogen carbonate), OO (hydrogen peroxide). Run in CO (methanol). Product: OC1=C2C(C3C(C(C2=CC=C1)=O)(O3)C3=C(C(=O)O)C=C(C=C3OC)C)=O (2-(5-hydroxy-2,3-epoxy-1,4-dihydronaphthalene-1,4-dion-2-yl)-3-methoxy-5-methylbenzoic acid). The yield is 95.5%. As a reaction SMILES: [OH:1][C:2]1[CH:11]=[CH:10][CH:9]=[C:8]2[C:3]=1[C:4](=[O:25])[CH:5]=[C:6]([C:13]1[C:21]([O:22][CH3:23])=[CH:20][C:19]([CH3:24])=[CH:18][C:14]=1[C:15]([OH:17])=[O:16])[C:7]2=[O:12].C(=O)([O-])[OH:27].[Na+].OO>CO>[OH:1][C:2]1[CH:11]=[CH:10][CH:9]=[C:8]2[C:3]=1[C:4](=[O:25])[CH:5]1[O:27][C:6]1([C:13]1[C:21]([O:22][CH3:23])=[CH:20][C:19]([CH3:24])=[CH:18][C:14]=1[C:15]([OH:17])=[O:16])[C:7]2=[O:12] |f:1.2|. Procedure: In methanol (15 ml) was dissolved 2-(5-hydroxy-1,4-naphthoquinon-2-yl)-3-methoxy-5-methylbenzoic acid (100 mg) as obtained in Example 15, followed by addition of sodium hydrogen carbonate (80 mg). The mixture was stirred under ice-cooling. Then, 30% hydrogen peroxide (1.5 ml) was added dropwise and the reaction mixture was allowed to return gradually to room temperature, at which temperature it was further stirred for 5 hours. The solvent was then distilled off under reduced pressure, dilute HCl... Starting materials: crude mixture, CC1=CC=C(C=C1)S(=O)(=O)Cl (4-methylbenzenesulfonyl chloride), NCCCN1CCC(CC1)C=1C=C(C=CC1)NC(C(C)C)=O (N-{3-[1-(3-aminopropyl)-4-piperidinyl]phenyl}-2-methylpropanamide), TEA. The solvent is O (water), C1CCOC1 (THF). Yields the product CC(C(=O)NC1=CC(=CC=C1)C1CCN(CC1)CCCNS(=O)(=O)C1=CC=C(C=C1)C)C (2-methyl-N-{3-[1-(3-{[(4-methylphenyl)sulfonyl]amino}propyl)-4-piperidinyl]phenyl}propanamide). Yield: 43.5%. Reaction SMILES: [CH3:1][C:2]1[CH:7]=[CH:6][C:5]([S:8](Cl)(=[O:10])=[O:9])=[CH:4][CH:3]=1.[NH2:12][CH2:13][CH2:14][CH2:15][N:16]1[CH2:21][CH2:20][CH:19]([C:22]2[CH:23]=[C:24]([NH:28][C:29](=[O:33])[CH:30]([CH3:32])[CH3:31])[CH:25]=[CH:26][CH:27]=2)[CH2:18][CH2:17]1>C1COCC1.O>[CH3:31][CH:30]([CH3:32])[C:29]([NH:28][C:24]1[CH:25]=[CH:26][CH:27]=[C:22]([CH:19]2[CH2:18][CH2:17][N:16]([CH2:15][CH2:14][CH2:13][NH:12][S:8]([C:5]3[CH:6]=[CH:7][C:2]([CH3:1])=[CH:3][CH:4]=3)(=[O:10])=[O:9])[CH2:21][CH2:20]2)[CH:23]=1)=[O:33]. Procedure: A solution of 4-methylbenzenesulfonyl chloride (16.6 mg, 0.0870 mmol), N-{3-[1-(3-aminopropyl)-4-piperidinyl]phenyl}-2-methylpropanamide (26.4 mg, 0.0870 mmol), TEA (10.0 mg, 0.174 mmol) in THF (1.00 mL) was stirred for 12 h at 25° C. The resulting crude mixture was diluted with water (20 mL), the aqueous layer was extracted with CH2Cl2 (2×20 mL). The combined organic layers were concentrated in vacuo and the residue was purified by preparative TLC using 2.5% of NH3 (2.0 M in methanol) in CH2Cl2... Starting materials: [I-].C1(=CC=CC=C1)C(OC(=O)C1=C(CS[C@H]2N1C([C@H]2NC(CC=2SC=CC2)=O)=O)C=C2C(C=CC=C2)[PH+](C2=CC=CC=C2)C2=CC=CC=C2)C2=CC=CC=C2 ([4-diphenylmethoxycarbonyl-7β-(2-thienylacetamido)ceph-3-em-3-ylmethyly] triphenylphosphonium iodide), C([O-])(O)=O.[Na+] (sodium bicarbonate), C=O (formaldehyde), C([O-])(O)=O.[Na+] (sodium bicarbonate). Run in C(Cl)Cl (methylene chloride). Yields the product S1C(=CC=C1)CC(=O)N[C@H]1[C@@H]2N(C(=C(CS2)C=C)C(=O)OC(C2=CC=CC=C2)C2=CC=CC=C2)C1=O (diphenylmethyl 7β-(2-thienylacetamido)-3-vinylceph-3-em-4-carboxylate). The yield is 36.2%. As a reaction SMILES: [I-].[C:2]1([CH:8]([C:50]2[CH:55]=[CH:54][CH:53]=[CH:52][CH:51]=2)[O:9][C:10]([C:12]2[N:17]3[C:18](=[O:29])[C@@H:19]([NH:20][C:21](=[O:28])[CH2:22][C:23]4[S:24][CH:25]=[CH:26][CH:27]=4)[C@H:16]3[S:15][CH2:14][C:13]=2[CH:30]=[C:31]2C=CC=CC2[PH+](C2C=CC=CC=2)C2C=CC=CC=2)=[O:11])[CH:7]=[CH:6][CH:5]=[CH:4][CH:3]=1.C(=O)(O)[O-].[Na+].C=O>C(Cl)Cl>[S:24]1[CH:25]=[CH:26][CH:27]=[C:23]1[CH2:22][C:21]([NH:20][C@@H:19]1[C:18](=[O:29])[N:17]2[C:12]([C:10]([O:9][CH:8]([C:2]3[CH:3]=[CH:4][CH:5]=[CH:6][CH:7]=3)[C:50]3[CH:51]=[CH:52][CH:53]=[CH:54][CH:55]=3)=[O:11])=[C:13]([CH:30]=[CH2:31])[CH2:14][S:15][C@H:16]12)=[O:28] |f:0.1,2.3|. Reported procedure: A solution of [4-diphenylmethoxycarbonyl-7β-(2-thienylacetamido)ceph-3-em-3-ylmethyly] triphenylphosphonium iodide (430 mg.), RF 0.0, in methylene chloride (10 ml.) was shaken with 5%-sodium bicarbonate solution (10 ml.) for five minutes. The separated organic layer was treated with 40%-formaldehyde solution (2 ml.) and 5% aqueous sodium bicarbonate solution (5 ml.) and the mixture stirred vigorously at room temperature until the chromophore of the starting material at 388 nm. had disappeared (c... The reactants are O=C(O)C(F)(F)F, CC(C)(C)OC(=O)N1CCC2(CCC(n3ccnc3)CC2)CC1. The product is c1cn(C2CCC3(CCNCC3)CC2)cn1. As a reaction SMILES: [F:1][C:2]([F:3])([F:4])[C:5]([OH:6])=[O:7].[n:8]1([CH:13]2[CH2:14][CH2:15][C:16]3([CH2:17][CH2:18][N:19]([C:22]([O:23][C:24]([CH3:25])([CH3:26])[CH3:27])=[O:28])[CH2:20][CH2:21]3)[CH2:29][CH2:30]2)[cH:9][n:10][cH:11][cH:12]1>>[n:8]1([CH:13]2[CH2:14][CH2:15][C:16]3([CH2:17][CH2:18][NH:19][CH2:20][CH2:21]3)[CH2:29][CH2:30]2)[cH:9][n:10][cH:11][cH:12]1. The reactants are O.NN (hydrazine monohydrate), FC1=C(C=C(C=C1)NC(C(CCCCCCCCC)OC1=CC=C(C=C1)S(=O)(=O)C1=CC=C(C=C1)O)=O)[N+](=O)[O-] (N-(4-Fluoro-3-nitrophenyl)-2-[4-(4-hydroxyphenylsulphonyl)-phenoxy]undecylamide), ice brine. Run in CS(=O)C (dimethyl sulphoxide). Run at time 1.5 hour. Product: N(N)C1=C(C=C(C=C1)NC(C(CCCCCCCCC)OC1=CC=C(C=C1)S(=O)(=O)C1=CC=C(C=C1)O)=O)[N+](=O)[O-] (N-(4-Hydrazino-3-nitrophenyl)-2-[4-(4-hydroxyphenylsulphonyl)phenoxy]undecylamide). As a reaction SMILES: F[C:2]1[CH:7]=[CH:6][C:5]([NH:8][C:9](=[O:37])[CH:10]([O:20][C:21]2[CH:26]=[CH:25][C:24]([S:27]([C:30]3[CH:35]=[CH:34][C:33]([OH:36])=[CH:32][CH:31]=3)(=[O:29])=[O:28])=[CH:23][CH:22]=2)[CH2:11][CH2:12][CH2:13][CH2:14][CH2:15][CH2:16][CH2:17][CH2:18][CH3:19])=[CH:4][C:3]=1[N+:38]([O-:40])=[O:39].O.[NH2:42][NH2:43]>CS(C)=O>[NH:42]([C:2]1[CH:7]=[CH:6][C:5]([NH:8][C:9](=[O:37])[CH:10]([O:20][C:21]2[CH:26]=[CH:25][C:24]([S:27]([C:30]3[CH:35]=[CH:34][C:33]([OH:36])=[CH:32][CH:31]=3)(=[O:29])=[O:28])=[CH:23][CH:22]=2)[CH2:11][CH2:12][CH2:13][CH2:14][CH2:15][CH2:16][CH2:17][CH2:18][CH3:19])=[CH:4][C:3]=1[N+:38]([O-:40])=[O:39])[NH2:43] |f:1.2|. Procedure details: N-(4-Fluoro-3-nitrophenyl)-2-[4-(4-hydroxyphenylsulphonyl)-phenoxy]undecylamide (86.0 g, 147.0 mmole) was dissolved in dimethyl sulphoxide (500 ml), and hydrazine monohydrate (17.8 g, 355 mmole) was added in a dropwise fashion whilst keeping the temperature below 40° C. The reaction mixture was stirred for 1.5 hr at room temperature, and was then drowned in an ice/brine mixture (61). The red solid obtained was filtered off and dried at room temperature. The product was used in this crude form wi... The reactants are C1=CC=C(C=2C3=CC=CC=C3NC12)O (9H-carbazol-4-ol), C([O-])([O-])=O.[K+].[K+] (potassium carbonate), BrCC#N (bromoacetonitrile). Solvent: CN(C)C=O (DMF). Reaction conditions: time 4 hour. Product: C1=CC=C(C=2C3=CC=CC=C3NC12)OCC#N (2-(9H-Carbazol-4-yloxy)acetonitrile). Yield: 22.6%. As a reaction SMILES: [CH:1]1[C:13]2[NH:12][C:11]3[C:6](=[CH:7][CH:8]=[CH:9][CH:10]=3)[C:5]=2[C:4]([OH:14])=[CH:3][CH:2]=1.C(=O)([O-])[O-].[K+].[K+].Br[CH2:22][C:23]#[N:24]>CN(C=O)C>[CH:1]1[C:13]2[NH:12][C:11]3[C:6](=[CH:7][CH:8]=[CH:9][CH:10]=3)[C:5]=2[C:4]([O:14][CH2:22][C:23]#[N:24])=[CH:3][CH:2]=1 |f:1.2.3|. Procedure details: A mixture of 9H-carbazol-4-ol (2.543 g, 0.014 mol), potassium carbonate (0.2.386 g, 0.017 mol), bromoacetonitrile (2.5 mL, 0.036 mol) and DMF (42 mL) is stirred at room temperature for 4 h. The mixture is then partitioned between water and ethyl acetate. The combined organic layers are dried over sodium sulfate and concentrated to a residue. The resulting residue is chromatographed on silica gel (200 mL) using ethyl acetate/hexane (20/80) to give 0.703 g (23%) of the title compound; mp 120-120.5... Reactants: BrC1=CC=C2CCN(CC2=C1)C(=O)C1CCOCC1 ((7-bromo-3,4-dihydro-1H-isoquinolin-2-yl)-(tetrahydro-pyran-4-yl)-methanone), C[C@@H]1N(CCC1)[C@@H]1CNCC1 ((2S,3′S)-2-methyl-[1,3′]bipyrrolidinyl), CC(C)([O-])C.[Na+] (sodium tert-butoxide), tris(dibenzylideneacetone)dipalladium-(0), C1(=CC=CC=C1)C (toluene). The reagents and catalysts are C=1C=CC(=CC1)P(C=2C=CC=CC2)C3=CC=C4C=CC=CC4=C3C5=C6C=CC=CC6=CC=C5P(C=7C=CC=CC7)C=8C=CC=CC8 (BINAP). Run in CO (MeOH), C(Cl)Cl (DCM), CO (MeOH), C(Cl)Cl (DCM). Conditions: temperature 85 celsius. Yields the product C[C@@H]1N(CCC1)[C@@H]1CN(CC1)C1=CC=C2CCN(CC2=C1)C(=O)C1CCOCC1 ([7-((2S,3′S)-2-Methyl-[1,3′]bipyrrolidinyl-1′-yl)-3,4-dihydro-1H-isoquinolin-2-yl]-(tetrahydro-pyran-4-yl)-methanone). Yield: 52.8%. RXN SMILES: Br[C:2]1[CH:11]=[C:10]2[C:5]([CH2:6][CH2:7][N:8]([C:12]([CH:14]3[CH2:19][CH2:18][O:17][CH2:16][CH2:15]3)=[O:13])[CH2:9]2)=[CH:4][CH:3]=1.[CH3:20][C@H:21]1[CH2:25][CH2:24][CH2:23][N:22]1[C@H:26]1[CH2:30][CH2:29][NH:28][CH2:27]1.CC(C)([O-])C.[Na+].C1(C)C=CC=CC=1>CO.C(Cl)Cl.C1C=CC(P(C2C(C3C(P(C4C=CC=CC=4)C4C=CC=CC=4)=CC=C4C=3C=CC=C4)=C3C(C=CC=C3)=CC=2)C2C=CC=CC=2)=CC=1>[CH3:20][C@H:21]1[CH2:25][CH2:24][CH2:23][N:22]1[C@H:26]1[CH2:30][CH2:29][N:28]([C:2]2[CH:11]=[C:10]3[C:5]([CH2:6][CH2:7][N:8]([C:12]([CH:14]4[CH2:19][CH2:18][O:17][CH2:16][CH2:15]4)=[O:13])[CH2:9]3)=[CH:4][CH:3]=2)[CH2:27]1 |f:2.3|. Procedure details: A vial was charged with (7-bromo-3,4-dihydro-1H-isoquinolin-2-yl)-(tetrahydro-pyran-4-yl)-methanone (162 mg, 0.5 mmol), (2S,3′S)-2-methyl-[1,3′]bipyrrolidinyl (90 mg, 0.55 mmol), and sodium tert-butoxide (69 mg, 0.7 mmol), tris(dibenzylideneacetone)dipalladium-(0) (4.6 mg, 0.005 mmol), BINAP (9.3 mg, 0.015 mmol), and toluene (4 mL) under argon. The vial was capped with a septum and was heated to 85° C. (external) with stirring until the starting material was completely consumed as monitored by T... Starting materials: C(=O)(O)C(CCCCCC=1C(CCC1)=O)(CC)C(=O)O.C=1C(=CC=[N+](C1)C[N+]2=CC=C(C=C2)/C=N/O)/C=N/O.[Br-].[Br-] (2-(6,6-dicarboxyoctyl)-2-cyclopentenone methoxime). The solvent is C=1(C(=CC=CC1)C)C (xylene). The product is C(=O)(O)C(CCCCCC=1C(CCC1)=O)CC.C=1C(=CC=[N+](C1)C[N+]2=CC=C(C=C2)/C=N/O)/C=N/O.[Br-].[Br-] (2-(6-carboxyoctyl)-2-cyclopentenone methoxime). As a reaction SMILES: [C:1]([C:4](C(O)=O)([CH2:16][CH3:17])[CH2:5][CH2:6][CH2:7][CH2:8][CH2:9][C:10]1[C:11](=[O:15])[CH2:12][CH2:13][CH:14]=1)([OH:3])=[O:2].[CH:21]1[C:22](/[CH:37]=[N:38]/[OH:39])=[CH:23][CH:24]=[N+:25]([CH2:27][N+:28]2[CH:33]=[CH:32][C:31](/[CH:34]=[N:35]/[OH:36])=[CH:30][CH:29]=2)[CH:26]=1.[Br-:40].[Br-]>C1(C)C(C)=CC=CC=1>[C:1]([CH:4]([CH2:16][CH3:17])[CH2:5][CH2:6][CH2:7][CH2:8][CH2:9][C:10]1[C:11](=[O:15])[CH2:12][CH2:13][CH:14]=1)([OH:3])=[O:2].[CH:23]1[C:22](/[CH:37]=[N:38]/[OH:39])=[CH:21][CH:26]=[N+:25]([CH2:27][N+:28]2[CH:29]=[CH:30][C:31](/[CH:34]=[N:35]/[OH:36])=[CH:32][CH:33]=2)[CH:24]=1.[Br-:40].[Br-:40] |f:0.1.2.3,5.6.7.8|. Procedure details: In the manner described in Example 21, treatment of 2-(6,6-dicarboxyoctyl)-2-cyclopentenone methoxime (Example 28) with xylene at reflux for 18 hours gives a yellow oil.